This data is from the Open Reaction Database (ORD), a public repository of structured organic reaction records. The task is: describe an organic reaction: reactants, conditions, products, and yield Starting materials: CC(=O)[O-], CC(=O)[O-], CCOC(C)=O, CCCC(=O)Nc1nn(COCC[Si](C)(C)C)c2cc(Cl)ccc12, [Cs+], [F-], C1COCCO1, OB(O)c1ccc(F)cc1, [Pd+2]. The product is CCCC(=O)Nc1nn(COCC[Si](C)(C)C)c2cc(-c3ccc(F)cc3)ccc12. As a reaction SMILES: [C:49]([O-:50])(=[O:51])[CH3:52].[C:54]([O-:55])(=[O:56])[CH3:57].[CH3:43][CH2:44][O:45][C:46](=[O:47])[CH3:48].[Cl:13][c:14]1[cH:15][cH:16][c:17]2[c:18]([NH:31][C:32]([CH2:33][CH2:34][CH3:35])=[O:36])[n:19][n:20]([CH2:23][O:24][CH2:25][CH2:26][Si:27]([CH3:28])([CH3:29])[CH3:30])[c:21]2[cH:22]1.[Cs+:12].[F-:11].[O:37]1[CH2:38][CH2:39][O:40][CH2:41][CH2:42]1.[OH:1][B:2]([OH:3])[c:4]1[cH:5][cH:6][c:7]([F:8])[cH:9][cH:10]1.[Pd+2:53]>>[c:4]1(-[c:14]2[cH:15][cH:16][c:17]3[c:18]([NH:31][C:32]([CH2:33][CH2:34][CH3:35])=[O:36])[n:19][n:20]([CH2:23][O:24][CH2:25][CH2:26][Si:27]([CH3:28])([CH3:29])[CH3:30])[c:21]3[cH:22]2)[cH:5][cH:6][c:7]([F:8])[cH:9][cH:10]1. Reaction SMILES: [C:1]([CH2:2][CH3:3])(=[O:4])[Cl:5].[Cl:32][CH2:33][Cl:34].[Cl:6][c:7]1[cH:8][c:9]([C:14]2([C:28]([F:29])([F:30])[F:31])[CH2:15][C:16]([c:19]3[cH:20][c:21]([CH3:27])[c:22]([CH:24]([CH3:25])[NH2:26])[s:23]3)=[N:17][O:18]2)[cH:10][c:11]([Cl:13])[cH:12]1>>[C:1]([CH2:2][CH3:3])(=[O:4])[NH:26][CH:24]([c:22]1[c:21]([CH3:27])[cH:20][c:19]([C:16]2=[N:17][O:18][C:14]([c:9]3[cH:8][c:7]([Cl:6])[cH:12][c:11]([Cl:13])[cH:10]3)([C:28]([F:29])([F:30])[F:31])[CH2:15]2)[s:23]1)[CH3:25]. Yields the product CCC(=O)NC(C)c1sc(C2=NOC(c3cc(Cl)cc(Cl)c3)(C(F)(F)F)C2)cc1C. Reactants: CCC(=O)Cl, ClCCl, Cc1cc(C2=NOC(c3cc(Cl)cc(Cl)c3)(C(F)(F)F)C2)sc1C(C)N. Product: Cc1cccc(C(=O)NC2(C(=O)O)Cc3cccc(F)c3C2)c1OC1CCC1. Starting materials: CCOC(=O)C1(NC(=O)c2cccc(C)c2OC2CCC2)Cc2cccc(F)c2C1, CCO, [K+], [OH-]. Reaction SMILES: [CH2:1]([CH3:2])[O:3][C:4](=[O:5])[C:6]1([NH:16][C:17]([c:18]2[c:19]([O:25][CH:26]3[CH2:27][CH2:28][CH2:29]3)[c:20]([CH3:24])[cH:21][cH:22][cH:23]2)=[O:30])[CH2:7][c:8]2[cH:9][cH:10][cH:11][c:12]([F:15])[c:13]2[CH2:14]1.[CH3:33][CH2:34][OH:35].[K+:32].[OH-:31]>>[O:3]=[C:4]([OH:5])[C:6]1([NH:16][C:17]([c:18]2[c:19]([O:25][CH:26]3[CH2:27][CH2:28][CH2:29]3)[c:20]([CH3:24])[cH:21][cH:22][cH:23]2)=[O:30])[CH2:7][c:8]2[cH:9][cH:10][cH:11][c:12]([F:15])[c:13]2[CH2:14]1.